Dataset: the Open Reaction Database (ORD), a public repository of structured organic reaction records. Task: describe an organic reaction: reactants, conditions, products, and yield Starting materials: ClC(COC(=O)N1CCN(CC1)C1=C2C=C(NC2=CC=C1)C)(Cl)Cl (4-(2,2,2-trichloroethoxycarbonyl)-1-(2-methyl-1H-indol-4-yl)piperazine), OP(=O)(O)[O-].[K+] (KH2PO4). The reagents and catalysts are [Zn] (zinc). Solvent: O1CCCC1 (tetrahydrofuran). Product: CC=1NC2=CC=CC(=C2C1)N1CCNCC1 (1-(2-Methyl-1H-indol-4-yl)piperazine). The yield is 44.0%. Reaction SMILES: ClC(Cl)(Cl)COC([N:7]1[CH2:12][CH2:11][N:10]([C:13]2[CH:21]=[CH:20][CH:19]=[C:18]3[C:14]=2[CH:15]=[C:16]([CH3:22])[NH:17]3)[CH2:9][CH2:8]1)=O.OP([O-])(O)=O.[K+]>[Zn].O1CCCC1>[CH3:22][C:16]1[NH:17][C:18]2[C:14]([CH:15]=1)=[C:13]([N:10]1[CH2:11][CH2:12][NH:7][CH2:8][CH2:9]1)[CH:21]=[CH:20][CH:19]=2 |f:1.2|. Reported procedure: A mixture of 4-(2,2,2-trichloroethoxycarbonyl)-1-(2-methyl-1H-indol-4-yl)piperazine (0.70 g, 1.79 mmol, used directly from above), zinc dust (2.0 g), tetrahydrofuran (15 mL), and a solution of KH2PO4 (1.0 M, 3 mL) was vigorously stirred at room temperature under nitrogen for 6 hours. The resulting reaction mixture was filtered, and the filtrate was evaporated under reduced pressure. The residue was chromatographed using silica gel (approximately 75 g) and elution with methylene chloride/methanol... The reactants are FC=1C(=NC(=CC1)NC=C(C(=O)OCC)C(=O)OCC)C1=CC=NC=C1 (diethyl N-[3-fluoro-2-(4-pyridyl)-6-pyridyl]aminomethylenemalonate). Run in C1=CC=C(C=C1)C2=CC=CC=C2.C1=CC=C(C=C1)OC2=CC=CC=C2 (Dowtherm A). Product: FC=1C=C2C(C(=CNC2=NC1C1=CC=NC=C1)C(=O)OCC)=O (ethyl 6-fluoro-1,4-dihydro-4-oxo-7-(4-pyridyl)-1,8-naphthyridine-3-carboxylate). Isolated yield 71.8%. RXN SMILES: [F:1][C:2]1[C:3]([C:21]2[CH:26]=[CH:25][N:24]=[CH:23][CH:22]=2)=[N:4][C:5]([NH:8][CH:9]=[C:10]([C:16](OCC)=[O:17])[C:11]([O:13][CH2:14][CH3:15])=[O:12])=[CH:6][CH:7]=1>C1C=CC(C2C=CC=CC=2)=CC=1.C1C=CC(OC2C=CC=CC=2)=CC=1>[F:1][C:2]1[CH:7]=[C:6]2[C:5](=[N:4][C:3]=1[C:21]1[CH:26]=[CH:25][N:24]=[CH:23][CH:22]=1)[NH:8][CH:9]=[C:10]([C:11]([O:13][CH2:14][CH3:15])=[O:12])[C:16]2=[O:17] |f:1.2|. Procedure details: A suspension of diethyl N-[3-fluoro-2-(4-pyridyl)-6-pyridyl]aminomethylenemalonate (11.5 g) in 120 ml of Dowtherm A was heated to reflux for 10 minutes and then cooled to room temperature. The resulting solid was filtered off. The filtrate was heated to reflux for 10 minutes and the solid was collected. The combined solid was washed successively with ethanol and ether to give ethyl 6-fluoro-1,4-dihydro-4-oxo-7-(4-pyridyl)-1,8-naphthyridine-3-carboxylate (7.2 g, m.p. 280°-285° C.). Starting materials: NC1=C(C=C(C(=C1)F)Br)NC1CCN(CC1)C(=O)OC(C)(C)C (1,1-Dimethylethyl 4-[(2-amino-4-fluoro-5-bromophenyl)amino]-1-piperidinecarboxylate), C(=O)(C=1NC=CN1)C=1NC=CN1 (carbonyl diimidazole). The solvent is O1CCCC1 (tetrahydrofuran). Reaction conditions: time 1 hour. Product: FC1=CC2=C(N(C(N2)=O)C2CCN(CC2)C(=O)OC(C)(C)C)C=C1Br (1,1-Dimethylethyl 4-(5-fluoro-6-bromo-2-oxo-2,3-dihydro-1H-benzimidazol-1-yl)-1-piperidinecarboxylate). As a reaction SMILES: [NH2:1][C:2]1[CH:7]=[C:6]([F:8])[C:5]([Br:9])=[CH:4][C:3]=1[NH:10][CH:11]1[CH2:16][CH2:15][N:14]([C:17]([O:19][C:20]([CH3:23])([CH3:22])[CH3:21])=[O:18])[CH2:13][CH2:12]1.[C:24](C1NC=CN=1)(C1NC=CN=1)=[O:25]>O1CCCC1>[F:8][C:6]1[C:5]([Br:9])=[CH:4][C:3]2[N:10]([CH:11]3[CH2:16][CH2:15][N:14]([C:17]([O:19][C:20]([CH3:23])([CH3:22])[CH3:21])=[O:18])[CH2:13][CH2:12]3)[C:24](=[O:25])[NH:1][C:2]=2[CH:7]=1. Reported procedure: 1,1-Dimethylethyl 4-[(2-amino-4-fluoro-5-bromophenyl)amino]-1-piperidinecarboxylate (D44) (0.83 g, 2.1 mmole) was dissolved in anhydrous tetrahydrofuran (20 ml) and carbonyl diimidazole (0.51 g, 3.2 mmole) was added in portions over 15 minutes. The mixture was stirred at rt for 1 hr and the at reflux temperature for 18 hrs. The cooled mixture was concentrated to dryness under vacuum and the residue purified by silica gel chromatography eluting with 15-100% ethyl acetate in n-pentane to afford th... Reactants: Cl, Cl, O=C(O)C=Cc1ccccc1C(F)(F)F, NC1CN2CCC1CC2. Yields the product O=C(C=Cc1ccccc1C(F)(F)F)NC1CN2CCC1CC2. RXN SMILES: [ClH:1].[ClH:2].[F:12][C:13]([c:14]1[c:15]([CH:20]=[CH:21][C:22](=[O:23])[OH:24])[cH:16][cH:17][cH:18][cH:19]1)([F:25])[F:26].[N:3]12[CH2:4][CH:5]([NH2:11])[CH:6]([CH2:7][CH2:8]1)[CH2:9][CH2:10]2>>[N:3]12[CH2:4][CH:5]([NH:11][C:22]([CH:21]=[CH:20][c:15]3[c:14]([C:13]([F:12])([F:25])[F:26])[cH:19][cH:18][cH:17][cH:16]3)=[O:23])[CH:6]([CH2:7][CH2:8]1)[CH2:9][CH2:10]2. The reactants are C1(CCC2=CC=CC=C12)=O (1-Indanone), Cl.NO (hydroxylamine hydrochloride). Solvent: CO (methanol), N1=CC=CC=C1 (pyridine). Conditions: time 3 hour. The product is C1(CCC2=CC=CC=C12)=NO (1-indanone oxime). The yield is 92.6%. Reaction SMILES: [C:1]1(=O)[C:9]2[C:4](=[CH:5][CH:6]=[CH:7][CH:8]=2)[CH2:3][CH2:2]1.Cl.[NH2:12][OH:13]>CO.N1C=CC=CC=1>[C:1]1(=[N:12][OH:13])[C:9]2[C:4](=[CH:5][CH:6]=[CH:7][CH:8]=2)[CH2:3][CH2:2]1 |f:1.2|. Reported procedure: 1-Indanone (4.00 g, 30.3 mmol) and hydroxylamine hydrochloride (5.26 g, 75.7 mmol) were dissolved in a mixture of methanol (40 ml) and pyridine (10 ml) and stirred for 3 hours at ambient temperature. The reaction mixture was concentrated in vacuo and the resultant residue was diluted with 1N HCl (100 ml) and extracted three times with methylene chloride. The organic layer was dried over MgSO4 and concentrated in vacuo to provide 4.13 g (93% yield) of the desired 1-indanone oxime as white needles... Reactants: ClC=1SN=C2C1C=CC=C2 (3-chloro-2,1-benzisothiazole), Cl.Cl.C(C)N(CC)CC=1C=C(N)C=CC1O (3-(diethylamino)methyl-4-hydroxyaniline dihydrochloride), COCCOCCOC (diglyme). Solvent: O (water). Product: C(C)N(CC)CC=1C=C(C=CC1O)NC=1SN=C2C1C=CC=C2 (3-{[3-(diethylamino)methyl-4-hydroxyphenyl]amino}-2,1-benzisothiazole). Reaction SMILES: Cl[C:2]1[S:3][N:4]=[C:5]2[CH:10]=[CH:9][CH:8]=[CH:7][C:6]=12.Cl.Cl.[CH2:13]([N:15]([CH2:18][C:19]1[CH:20]=[C:21]([CH:23]=[CH:24][C:25]=1[OH:26])[NH2:22])[CH2:16][CH3:17])[CH3:14].COCCOCCOC>O>[CH2:13]([N:15]([CH2:18][C:19]1[CH:20]=[C:21]([NH:22][C:2]2[S:3][N:4]=[C:5]3[CH:10]=[CH:9][CH:8]=[CH:7][C:6]=23)[CH:23]=[CH:24][C:25]=1[OH:26])[CH2:16][CH3:17])[CH3:14] |f:1.2.3|. Procedure details: Following a procedure similar to that described in Example 14 but reacting 10 g. of 3-chloro-2,1-benzisothiazole with 21 g. of 3-(diethylamino)methyl-4-hydroxyaniline dihydrochloride in 30 ml. of diglyme and 20 ml. of water there was obtained 3-{[3-(diethylamino)methyl-4-hydroxyphenyl]amino}-2,1-benzisothiazole, m.p. 164°-165° C. Reactants: C(CCC)OCCOC1=CC=C(C=C1)C=1C=CC2=C(C=C(CCN2CC(C)C)C(=O)NC2=CC=C(C=C2)O)C1 (7-[4-(2-butoxyethoxy)phenyl]-1-isobutyl-N-(4-hydroxyphenyl)-2,3-dihydro-1H-1-benzazepine-4-carboxamide), Cl.ClCC=1N(C=CN1)CCC (2-chloromethyl-1-propylimidazole hydrochloride), C([O-])([O-])=O.[K+].[K+] (potassium carbonate), CN(C=O)C (N,N-dimethylformamide). Run in O (water). Reaction conditions: time 8 hour. Product: C(CCC)OCCOC1=CC=C(C=C1)C=1C=CC2=C(C=C(CCN2CC(C)C)C(=O)NC2=CC=C(C=C2)OCC=2N(C=CN2)CCC)C1 (7-[4-(2-butoxyethoxy)phenyl]-1-isobutyl-N-[4-[(1-propylimidazole-2-yl) methoxy]phenyl]-2,3-dihydro-1H-1-benzazepine-4-carboxamide). The yield is 82.9%. As a reaction SMILES: [CH2:1]([O:5][CH2:6][CH2:7][O:8][C:9]1[CH:14]=[CH:13][C:12]([C:15]2[CH:16]=[CH:17][C:18]3[N:24]([CH2:25][CH:26]([CH3:28])[CH3:27])[CH2:23][CH2:22][C:21]([C:29]([NH:31][C:32]4[CH:37]=[CH:36][C:35]([OH:38])=[CH:34][CH:33]=4)=[O:30])=[CH:20][C:19]=3[CH:39]=2)=[CH:11][CH:10]=1)[CH2:2][CH2:3][CH3:4].Cl.Cl[CH2:42][C:43]1[N:44]([CH2:48][CH2:49][CH3:50])[CH:45]=[CH:46][N:47]=1.C(=O)([O-])[O-].[K+].[K+].CN(C)C=O>O>[CH2:1]([O:5][CH2:6][CH2:7][O:8][C:9]1[CH:10]=[CH:11][C:12]([C:15]2[CH:16]=[CH:17][C:18]3[N:24]([CH2:25][CH:26]([CH3:27])[CH3:28])[CH2:23][CH2:22][C:21]([C:29]([NH:31][C:32]4[CH:33]=[CH:34][C:35]([O:38][CH2:42][C:43]5[N:44]([CH2:48][CH2:49][CH3:50])[CH:45]=[CH:46][N:47]=5)=[CH:36][CH:37]=4)=[O:30])=[CH:20][C:19]=3[CH:39]=2)=[CH:13][CH:14]=1)[CH2:2][CH2:3][CH3:4] |f:1.2,3.4.5|. Reported procedure: To 7-[4-(2-butoxyethoxy)phenyl]-1-isobutyl-N-(4-hydroxyphenyl)-2,3-dihydro-1H-1-benzazepine-4-carboxamide (0.5 g), 2-chloromethyl-1-propylimidazole hydrochloride (0.22 g) and potassium carbonate (0.4 g), N,N-dimethylformamide (15 ml) was added, and the mixture was stirred overnight under nitrogen atmosphere at room temperature. The mixture was poured into water, and the mixture was extracted with ethyl acetate. The organic layer was washed with water and saturated brine, dried over anhydrous mag... The reactants are ClCCCCN1C2=NC(=NC(=C2N=C1OC)N)O[C@H](CC)C (9-(4-chlorobutyl)-8-(methyloxy)-2-{[(1S)-1-methylpropyl]oxy}-9H-purin-6-amine), N1CCCCC1 (piperidine). Product: NC1=C2NC(N(C2=NC(=N1)O[C@H](CC)C)CCCCN1CCCCC1)=O (6-Amino-2-{[(1S)-1-methylpropyl]oxy}-9-[4-(1-piperidinyl)butyl]-7,9-dihydro-8H-purin-8-one). RXN SMILES: Cl[CH2:2][CH2:3][CH2:4][CH2:5][N:6]1[C:14]([O:15]C)=[N:13][C:12]2[C:7]1=[N:8][C:9]([O:18][C@@H:19]([CH3:22])[CH2:20][CH3:21])=[N:10][C:11]=2[NH2:17].[NH:23]1[CH2:28][CH2:27][CH2:26][CH2:25][CH2:24]1>>[NH2:17][C:11]1[N:10]=[C:9]([O:18][C@@H:19]([CH3:22])[CH2:20][CH3:21])[N:8]=[C:7]2[C:12]=1[NH:13][C:14](=[O:15])[N:6]2[CH2:5][CH2:4][CH2:3][CH2:2][N:23]1[CH2:28][CH2:27][CH2:26][CH2:25][CH2:24]1. Reported procedure: Prepared similarly to Example 29 from 9-(4-chlorobutyl)-8-(methyloxy)-2-{[(1S)-1-methylpropyl]oxy}-9H-purin-6-amine and piperidine.